Dataset: the Open Reaction Database (ORD), a public repository of structured organic reaction records. Task: describe an organic reaction: reactants, conditions, products, and yield Starting materials: CN1C(N(C(NC1=O)SC)N=C(C)C)=O (1-methyl-3-isopropylideneamino-4-methylmercapto-tetrahydro-1,3,5-triazine-2,6-dione), C1(=CC=C(C=C1)S(=O)(=O)O)C (p-toluene-sulphonic acid). The solvent is C(C)O (ethanol). The product is CN1C(N(C(NC1=O)SC)N)=O (1-methyl3-amino-4-methylmercapto-tetrahydro-1,3,5-triazine-2,6-dione). Isolated yield 94.6%. As a reaction SMILES: [CH3:1][N:2]1[C:7](=[O:8])[NH:6][CH:5]([S:9][CH3:10])[N:4]([N:11]=C(C)C)[C:3]1=[O:15].C1(C)C=CC(S(O)(=O)=O)=CC=1>C(O)C>[CH3:1][N:2]1[C:7](=[O:8])[NH:6][CH:5]([S:9][CH3:10])[N:4]([NH2:11])[C:3]1=[O:15]. Procedure details: 22.8 g (0.1 mole) of 1-methyl-3-isopropylideneamino-4-methylmercapto-tetrahydro-1,3,5-triazine-2,6-dione (prepared according to Example 1) were dissolved in 250 ml of ethanol and warmed, with addition of a pinch of p-toluene-sulphonic acid, for 5 hours to 50° C, whilst applying a vacuum of about 200 mm Hg. The mixture was evaporated in vacuo and the residue was recrystallized from ethanol. 18 g (96%) of 1-methyl3-amino-4-methylmercapto-tetrahydro-1,3,5-triazine-2,6-dione were obtained as colorle... Reported procedure: A mixture of 1 eq. 7-bromo-2-furan-2-)yl-[1,2,4]triazolo[1,5-a]pyridin-5-ylamine, 5 eq. 5,6,7,8-tetrahydro-naphthalen-2-ol and a catalytic amount of CS2CO3 in 200 μl N-methyl-pyrrolidon was heated for 2 h to 160°. The mixture was, after filtration, purified with reversed phase column chromatography eluting with an acetonitrile/water gradient yielding the title compound, MS m/e (%): 346 M+H+ (100%). Reactants: 7-bromo-2-furan-2, N=1C=NN2C1C=CC=C2N ([1,2,4]triazolo[1,5-a]pyridin-5-ylamine), C1=C(C=CC=2CCCCC12)O (5,6,7,8-tetrahydro-naphthalen-2-ol), CS2CO3, CN1C(CCC1)=O (N-methyl-pyrrolidon). As a reaction SMILES: [N:1]1[CH:2]=[N:3][N:4]2[C:9]([NH2:10])=[CH:8][CH:7]=[CH:6][C:5]=12.[CH:11]1[C:20]2[CH2:19][CH2:18][CH2:17][CH2:16][C:15]=2[CH:14]=[CH:13][C:12]=1[OH:21].CN1[CH2:27][CH2:26][CH2:25][C:24]1=[O:28]>>[O:28]1[CH:27]=[CH:26][CH:25]=[C:24]1[C:2]1[N:1]=[C:5]2[CH:6]=[C:7]([O:21][C:12]3[CH:13]=[CH:14][C:15]4[CH2:16][CH2:17][CH2:18][CH2:19][C:20]=4[CH:11]=3)[CH:8]=[C:9]([NH2:10])[N:4]2[N:3]=1. Yields the product O1C(=CC=C1)C1=NN2C(C=C(C=C2N)OC2=CC=3CCCCC3C=C2)=N1 (2-Furan-2-yl-7-(5,6,7,8-tetrahydro-naphthalen-2-yloxy)-[1,2,4]triazolo[1,5-a]pyridin-5-ylamine). Reactants: ClC=1C=CC(=C(C1)[N+](=O)[O-])O (5-chloro-2-hydroxynitrobenzene), C1=CC(=CC(=C1)S(=O)(=O)[O-])P(C2=CC(=CC=C2)S(=O)(=O)[O-])C3=CC(=CC=C3)S(=O)(=O)[O-].[Na+].[Na+].[Na+] (TPPTS), aqueous solution, C1=CC(=CC(=C1)S(=O)(=O)[O-])P(C2=CC(=CC=C2)S(=O)(=O)[O-])C3=CC(=CC=C3)S(=O)(=O)[O-].[Na+].[Na+].[Na+] (TPPTS), P (phosphine), [OH-].[Na+] (NaOH). Reagents/catalysts: Cl[Pd]Cl (PdCl2). The solvent is C=1(C(=CC=CC1)C)C (xylene), O (H2O). The product is ClC=1C=CC(=C(N)C1)O (5-chloro-2-hydroxyaniline). As a reaction SMILES: [Cl:1][C:2]1[CH:3]=[CH:4][C:5]([OH:11])=[C:6]([N+:8]([O-])=O)[CH:7]=1.C1C=C(S([O-])(=O)=O)C=C(P(C2C=CC=C(S([O-])(=O)=O)C=2)C2C=CC=C(S([O-])(=O)=O)C=2)C=1.[Na+].[Na+].[Na+].P.[OH-].[Na+]>Cl[Pd]Cl.O.C1(C)C(C)=CC=CC=1>[Cl:1][C:2]1[CH:3]=[CH:4][C:5]([OH:11])=[C:6]([CH:7]=1)[NH2:8] |f:1.2.3.4,6.7|. Procedure: A degassed solution of 10 mmol of 5-chloro-2-hydroxynitrobenzene (starting material) and 40 ml of xylene are placed in an autoclave (volume: 200 ml).0.25 mmol of TPPTS (in the form of 4.6 g of an aqueous solution containing 0.546 mol of TPPTS/kg of solution) as phosphine and 0.6 g (15 mmol) of NaOH, 41 ml of H2O and 0.25 mmol of PdCl2 are added. The pH is from 10 to 10.5. Starting materials: CN1CCOCC1 (N-methylmorpholine), C1(CCCCC1)N=C=NC1CCCCC1 (dicyclohexylcarbodiimide), Cl.COC([C@@H](N)CCSC)=O (L-methionine methyl ester hydrochloride), C(=O)N1C(SCC1C(=O)O)C=1C=NC=CC1 (N-formyl-2-(3-pyridyl)thiazolidine-4-carboxylic acid), ON1N=NC2=C1C=CC=C2 (1-hydroxybenzotriazole). Solvent: O1CCCC1 (tetrahydrofuran), CN(C=O)C (N,N-dimethylformamide). Run at time 1 hour. Yields the product COC([C@@H](NC(=O)C1N(C(SC1)C=1C=NC=CC1)C=O)CCSC)=O ([N-formyl-2-(3-pyridyl)thiazolidine-4-carbonyl]-L-methionine methyl ester). The yield is 39190.2%. Reaction SMILES: [CH:1]([N:3]1[CH:7]([C:8]([OH:10])=O)[CH2:6][S:5][CH:4]1[C:11]1[CH:12]=[N:13][CH:14]=[CH:15][CH:16]=1)=[O:2].Cl.[CH3:18][O:19][C:20](=[O:27])[C@H:21]([CH2:23][CH2:24][S:25][CH3:26])[NH2:22].ON1C2C=CC=CC=2N=N1.CN1CCOCC1.C1(N=C=NC2CCCCC2)CCCCC1>O1CCCC1.CN(C)C=O>[CH3:18][O:19][C:20](=[O:27])[C@H:21]([CH2:23][CH2:24][S:25][CH3:26])[NH:22][C:8]([CH:7]1[CH2:6][S:5][CH:4]([C:11]2[CH:12]=[N:13][CH:14]=[CH:15][CH:16]=2)[N:3]1[CH:1]=[O:2])=[O:10] |f:1.2|. Reported procedure: To a solution of 1.3 g of N-formyl-2-(3-pyridyl)thiazolidine-4-carboxylic acid in 50 ml of tetrahydrofuran plus 10 ml of N,N-dimethylformamide, there were added, at 4° C. or below, 1.16 g of L-methionine methyl ester hydrochloride, 1.17 g of 1-hydroxybenzotriazole, 560 mg of N-methylmorpholine and 1.32 g of dicyclohexylcarbodiimide, in that order. The mixture was stirred at 4° C. or below for 1 hour and then at room temperature for 1 hour. The reaction mixture was then treated in the same manner... Starting materials: COC(=O)c1ccc(NC(=O)c2ccccn2)cc1F, [Na+], [Na+], O=C([O-])[O-], O=[N+]([O-])O. Product: COC(=O)c1cc([N+](=O)[O-])c(NC(=O)c2ccccn2)cc1F. RXN SMILES: [F:5][c:6]1[c:7]([C:8](=[O:9])[O:10][CH3:11])[cH:12][cH:13][c:14]([NH:16][C:17](=[O:18])[c:19]2[n:20][cH:21][cH:22][cH:23][cH:24]2)[cH:15]1.[Na+:25].[Na+:26].[O-:27][C:28](=[O:29])[O-:30].[OH:1][N+:2]([O-:3])=[O:4]>>[O-:1][N+:2](=[O:4])[c:13]1[cH:12][c:7]([C:8](=[O:9])[O:10][CH3:11])[c:6]([F:5])[cH:15][c:14]1[NH:16][C:17](=[O:18])[c:19]1[n:20][cH:21][cH:22][cH:23][cH:24]1. Starting materials: O=C([O-])[O-], COc1ccc(N2CCCNCC2)c(OC)c1, CCOC(C)=O, ClCc1csc(-c2ccccc2)n1, Cl, [Cs+], [Cs+], CN(C)C=O. Product: COc1ccc(N2CCCN(Cc3csc(-c4ccccc4)n3)CC2)c(OC)c1. RXN SMILES: [C:32](=[O:33])([O-:34])[O-:35].[CH3:14][O:15][c:16]1[c:17]([N:24]2[CH2:25][CH2:26][NH:27][CH2:28][CH2:29][CH2:30]2)[cH:18][cH:19][c:20]([O:22][CH3:23])[cH:21]1.[CH3:43][CH2:44][O:45][C:46]([CH3:47])=[O:48].[Cl:1][CH2:2][c:3]1[n:4][c:5](-[c:8]2[cH:9][cH:10][cH:11][cH:12][cH:13]2)[s:6][cH:7]1.[ClH:31].[Cs+:36].[Cs+:37].[O:38]=[CH:39][N:40]([CH3:41])[CH3:42]>>[CH2:2]([c:3]1[n:4][c:5](-[c:8]2[cH:9][cH:10][cH:11][cH:12][cH:13]2)[s:6][cH:7]1)[N:27]1[CH2:26][CH2:25][N:24]([c:17]2[c:16]([O:15][CH3:14])[cH:21][c:20]([O:22][CH3:23])[cH:19][cH:18]2)[CH2:30][CH2:29][CH2:28]1. Starting materials: BrC1=CC2=NC(=CC=C2N1S(=O)(=O)C1=CC=CC=C1)Cl (2-Bromo-5-chloro-1-(phenylsulfonyl)-1H-pyrrolo[3,2-b]pyridine), [OH-].[Na+] (NaOH). Solvent: C1CCOC1 (THF). Product: BrC1=CC2=NC(=CC=C2N1)Cl (2-bromo-5-chloro-1H-pyrrolo[3,2-b]pyridine). As a reaction SMILES: [Br:1][C:2]1[N:10](S(C2C=CC=CC=2)(=O)=O)[C:9]2[C:4](=[N:5][C:6]([Cl:20])=[CH:7][CH:8]=2)[CH:3]=1.[OH-].[Na+]>C1COCC1>[Br:1][C:2]1[NH:10][C:9]2[C:4](=[N:5][C:6]([Cl:20])=[CH:7][CH:8]=2)[CH:3]=1 |f:1.2|. Reported procedure: 2-Bromo-5-chloro-1-(phenylsulfonyl)-1H-pyrrolo[3,2-b]pyridine (20.7 g, 44.6 mmol, prepared as in Example 62, Step 1, but isolated as the free base) in THF (300 mL) was stirred with 1N NaOH (300 mL, 300 mmol) overnight. The reaction mixture was extracted with EtOAc three times. The combined extracts were dried over sodium sulfate, filtered, and concentrated to afford 2-bromo-5-chloro-1H-pyrrolo[3,2-b]pyridine in theoretical yield. LCMS (M+H)+: 233.0 (most abundant). Starting materials: NNC(=S)c1ccccc1, ClCCl, O=C(Cl)OC(Cl)(Cl)Cl. Yields the product O=C1NNC(c2ccccc2)=[SH]1. As a reaction SMILES: [C:1]([c:2]1[cH:3][cH:4][cH:5][cH:6][cH:7]1)(=[S:8])[NH:9][NH2:10].[CH2:19]([Cl:20])[Cl:21].[Cl:11][C:12](=[O:13])[O:14][C:15]([Cl:16])([Cl:17])[Cl:18]>>[C:1]1([c:2]2[cH:3][cH:4][cH:5][cH:6][cH:7]2)=[SH:8][C:12](=[O:13])[NH:10][NH:9]1. Starting materials: Br\C=C\1/CCC[C@@]2([C@H](CC[C@@H]12)C(C)=O)C (1-{(E,3S,3aS,7aR)-7-(bromomethylene)-octahydro-3a-methyl-1H-indene-3-yl}ethanone), Br\C=C\1/CCC[C@@]2([C@H](CC[C@@H]12)C(C)=O)C (1-{(E,3S,3aS,7aR)-7-(bromomethylene)-octahydro-3a-methyl-1H-indene-3-yl}ethanone), [OH-].[Na+] (sodium hydroxide), OO (hydrogen peroxide), C(C)(CC)[BH-](C(C)CC)C(C)CC.[Li+] (lithium tri-sec-butylborohydride), ice. The solvent is O1CCCC1 (tetrahydrofuran), CO (methanol). Run at time 15 minute. Product: Br\C=C\1/CCC[C@@]2([C@H](CC[C@@H]12)[C@@H](C)O)C ((R)-1-{(E,3S,3aS,7aR)-7-(bromomethylene)-octahydro-3a-methyl-1H-indene-3-yl}ethanol). The yield is 95.5%. Reaction SMILES: [Br:1]/[CH:2]=[C:3]1\[CH2:4][CH2:5][CH2:6][C@@:7]2([CH3:15])[C@H:11]\1[CH2:10][CH2:9][C@@H:8]2[C:12](=[O:14])[CH3:13].C([BH-](C(CC)C)C(CC)C)(CC)C.[Li+].[OH-].[Na+].OO>O1CCCC1.CO>[Br:1]/[CH:2]=[C:3]1\[CH2:4][CH2:5][CH2:6][C@@:7]2([CH3:15])[C@H:11]\1[CH2:10][CH2:9][C@@H:8]2[C@H:12]([OH:14])[CH3:13] |f:1.2,3.4|. Procedure: Under a nitrogen atmosphere, a solution of 1-{(E,3S,3aS,7aR)-7-(bromomethylene)-octahydro-3a-methyl-1H-indene-3-yl}ethanone (Compound 11: 302.7 mg, 1.116 mmol) in tetrahydrofuran (10 ml) was cooled to −20° C., and lithium tri-sec-butylborohydride (1.02 M in tetrahydrofuran, 1.64 ml, 1.674 mmol) was added dropwise thereto over 15 minutes. After stirring the reaction mixture at the same temperature for 1 hour, methanol (0.75 ml), 3 M aqueous sodium hydroxide solution (1.75 ml) and hydrogen peroxid...